Dataset: the Open Reaction Database (ORD), a public repository of structured organic reaction records. Task: describe an organic reaction: reactants, conditions, products, and yield Starting materials: O1C(CCCC1)ONC(=O)C(C\C=C\C=1C=NC=CC1)[C@H](C(=O)NN(C1=CC=CC=C1)S(=O)(=O)C)CC(C)C ((E)-2(R)-[1(RS)-[(tetrahydro-2(RS)-pyranyloxy)carbamoyl]-4-(3-pyridyl)-3-butenyl]-2′-(methanesulphonyl)-4-methyl-2′-phenylvalerohydrazide), C1(=CC=C(C=C1)S(=O)(=O)O)C (4-toluenesulphonic acid). The solvent is O (water), CO (methanol). Reaction conditions: time 2.5 hour. Product: ONC(=O)C(C\C=C\C=1C=NC=CC1)[C@H](C(=O)NN(C1=CC=CC=C1)S(=O)(=O)C)CC(C)C ((E)-2(R)-[1(RS)-(hydroxycarbamoyl)-4-(3-pyridyl)-3-butenyl]-2′-(methanesulphonyl)-4-methyl-2′-phenylvalerohydrazide). Yield: 77.4%. RXN SMILES: O1CCCCC1[O:7][NH:8][C:9]([CH:11]([C@@H:21]([CH2:36][CH:37]([CH3:39])[CH3:38])[C:22]([NH:24][N:25]([S:32]([CH3:35])(=[O:34])=[O:33])[C:26]1[CH:31]=[CH:30][CH:29]=[CH:28][CH:27]=1)=[O:23])[CH2:12]/[CH:13]=[CH:14]/[C:15]1[CH:16]=[N:17][CH:18]=[CH:19][CH:20]=1)=[O:10].C1(C)C=CC(S(O)(=O)=O)=CC=1>CO.O>[OH:7][NH:8][C:9]([CH:11]([C@@H:21]([CH2:36][CH:37]([CH3:39])[CH3:38])[C:22]([NH:24][N:25]([S:32]([CH3:35])(=[O:34])=[O:33])[C:26]1[CH:27]=[CH:28][CH:29]=[CH:30][CH:31]=1)=[O:23])[CH2:12]/[CH:13]=[CH:14]/[C:15]1[CH:16]=[N:17][CH:18]=[CH:19][CH:20]=1)=[O:10]. Procedure: A solution of 0.21 g of (E)-2(R)-[1(RS)-[(tetrahydro-2(RS)-pyranyloxy)carbamoyl]-4-(3-pyridyl)-3-butenyl]-2′-(methanesulphonyl)-4-methyl-2′-phenylvalerohydrazide in 5 ml of methanol was treated with 0.097 g of 4-toluenesulphonic acid. The mixture was stirred for 2.5 hours at room temperature and then diluted with water. The solid was filtered off, washed with water and diethyl ether and dried in vacuum to yield 0.138 g of (E)-2(R)-[1(RS)-(hydroxycarbamoyl)-4-(3-pyridyl)-3-butenyl]-2′-(methanesul... The reactants are CO, Cl, [Na+], [OH-], COC(=O)COc1cccc2c1OCC2CCO. The product is O=C(O)COc1cccc2c1OCC2CCO. Reaction SMILES: [CH3:22][OH:23].[ClH:21].[Na+:20].[OH-:19].[OH:1][CH2:2][CH2:3][CH:4]1[CH2:5][O:6][c:7]2[c:8]1[cH:9][cH:10][cH:11][c:12]2[O:13][CH2:14][C:15](=[O:16])[O:17][CH3:18]>>[OH:1][CH2:2][CH2:3][CH:4]1[CH2:5][O:6][c:7]2[c:8]1[cH:9][cH:10][cH:11][c:12]2[O:13][CH2:14][C:15](=[O:16])[OH:17]. The reactants are Cl (hydrochloric acid), C(C)(C)(C)OC(=O)NC(C(=O)O)CC1=C(C=C(C=C1C)O)C (2-tert-Butoxycarbonylamino-3-(4-hydroxy-2,6-dimethyl-phenyl)-propionic acid), [OH-].[Na+] (sodium hydroxide), C(C)(=O)OC(C)=O (acetic anhydride). Conditions: time 2 hour. The product is C(C)(=O)OC1=CC(=C(C(=C1)C)CC(C(=O)O)NC(=O)OC(C)(C)C)C (3-(4-Acetoxy-2,6-dimethyl-phenyl)-2-tert-butoxycarbonylamino-propionic acid). As a reaction SMILES: [C:1]([O:5][C:6]([NH:8][CH:9]([CH2:13][C:14]1[C:19]([CH3:20])=[CH:18][C:17]([OH:21])=[CH:16][C:15]=1[CH3:22])[C:10]([OH:12])=[O:11])=[O:7])([CH3:4])([CH3:3])[CH3:2].[OH-].[Na+].[C:25](OC(=O)C)(=[O:27])[CH3:26].Cl>>[C:25]([O:21][C:17]1[CH:16]=[C:15]([CH3:22])[C:14]([CH2:13][CH:9]([NH:8][C:6]([O:5][C:1]([CH3:4])([CH3:3])[CH3:2])=[O:7])[C:10]([OH:12])=[O:11])=[C:19]([CH3:20])[CH:18]=1)(=[O:27])[CH3:26] |f:1.2|. Procedure: To a solution of 0.77 g (2.5 mmol) of 2-tert-Butoxycarbonylamino-3-(4-hydroxy-2,6-dimethyl-phenyl)-propionic acid and 3 mL of 3N sodium hydroxide solution, cooled in an ice bath, was added 0.89mL (9.4 mmol) of acetic anhydride dropwise over about 30 seconds. After stirring for 2 hours, the mixture was acidified with addition of 4.5 mL of 2N hydrochloric acid. The mixture was extracted twice with ethyl acetate. The combined organics were dried over magnesium sulfate and concentrate to a clear oil... Starting materials: [N+](=O)([O-])C1=CC(=C(C=C1)O)CSC (4-nitro-2-[(methylthio)methyl]phenol), [OH-].[Na+] (sodium hydroxide), S(=O)([O-])S(=O)[O-].[Na+].[Na+] (sodium hydrosulphite). The solvent is O (water). Conditions: time 30 minute. The product is NC1=CC(=C(C=C1)O)CSC (4-amino-2-[(methylthio)methyl]phenol). Reaction SMILES: [N+:1]([C:4]1[CH:9]=[CH:8][C:7]([OH:10])=[C:6]([CH2:11][S:12][CH3:13])[CH:5]=1)([O-])=O.[OH-].[Na+].S(S([O-])=O)([O-])=O.[Na+].[Na+]>O>[NH2:1][C:4]1[CH:9]=[CH:8][C:7]([OH:10])=[C:6]([CH2:11][S:12][CH3:13])[CH:5]=1 |f:1.2,3.4.5|. Procedure: 0.085 moles (17 g) of 4-nitro-2-[(methylthio)methyl]phenol are added to a solution of 16 g of sodium hydroxide (NaOH) pellets in 135 ml of water, followed portionwise, so as to maintain the temperature between 70° C. and 75° C., by 55 g of sodium hydrosulphite. After the end of addition stirring is continued for 30 minutes at 75° C. After cooling, the expected product is obtained by neutralizing the reaction mixture with acetic acid. After filtering off, followed by washing with water and drying... Reactants: C1OC=2C=C(C=CC2O1)N1C(NC=2C1=NC=CC2)=O (1,3-dihydro-3-(3,4-methylenedioxyphenyl)imidazo[4,5-b]pyridin-2-one), C(C)(=O)OC(C)=O (acetic anhydride). Yields the product C(C)(=O)N1C(N(C2=NC=CC=C21)C2=CC1=C(C=C2)OCO1)=O (1-acetyl-3-(3,4-methylenedioxyphenyl)-1,3-dihydroimidazo[4,5-b]pyridin-2-one). Reaction SMILES: [CH2:1]1[O:9][C:8]2[CH:7]=[CH:6][C:5]([N:10]3[C:14]4=[N:15][CH:16]=[CH:17][CH:18]=[C:13]4[NH:12][C:11]3=[O:19])=[CH:4][C:3]=2[O:2]1.[C:20](OC(=O)C)(=[O:22])[CH3:21]>>[C:20]([N:12]1[C:13]2[C:14](=[N:15][CH:16]=[CH:17][CH:18]=2)[N:10]([C:5]2[CH:6]=[CH:7][C:8]3[O:9][CH2:1][O:2][C:3]=3[CH:4]=2)[C:11]1=[O:19])(=[O:22])[CH3:21]. Procedure: A suspension of 500 mg. of 1,3-dihydro-3-(3,4-methylenedioxyphenyl)imidazo[4,5-b]pyridin-2-one in 15 ml. of acetic anhydride was heated on a steam bath overnight. The solution was evaporated in vacuo leaving a crystalline residue which was recrystallized from 20 ml. of benzene to give 1-acetyl-3-(3,4-methylenedioxyphenyl)-1,3-dihydroimidazo[4,5-b]pyridin-2-one, m.p. 211°-212° C. Reactants: C1CC(CNCC2CC2)CCN1, O=C(Cl)Oc1ccc(Oc2ccc(C(F)(F)F)cn2)cc1, ClCCl, Oc1ccccc1. Yields the product O=C(Oc1ccc(Oc2ccc(C(F)(F)F)cn2)cc1)N1CCC(CNCC2CC2)CC1. As a reaction SMILES: [CH:1]1([CH2:4][NH:5][CH2:6][CH:7]2[CH2:8][CH2:9][NH:10][CH2:11][CH2:12]2)[CH2:2][CH2:3]1.[Cl:13][C:14](=[O:15])[O:16][c:17]1[cH:18][cH:19][c:20]([O:23][c:24]2[n:25][cH:26][c:27]([C:30]([F:31])([F:32])[F:33])[cH:28][cH:29]2)[cH:21][cH:22]1.[Cl:41][CH2:42][Cl:43].[OH:34][c:35]1[cH:36][cH:37][cH:38][cH:39][cH:40]1>>[CH:1]1([CH2:4][NH:5][CH2:6][CH:7]2[CH2:8][CH2:9][N:10]([C:14](=[O:15])[O:16][c:17]3[cH:18][cH:19][c:20]([O:23][c:24]4[n:25][cH:26][c:27]([C:30]([F:31])([F:32])[F:33])[cH:28][cH:29]4)[cH:21][cH:22]3)[CH2:11][CH2:12]2)[CH2:2][CH2:3]1. The reactants are CCC=CCCOC(=O)CCC(O)CCCCCC, O=C(Cl)OCCc1ccccc1, c1ccncc1. Yields the product CCC=CCCOC(=O)CCC(CCCCCC)OC(=O)OCCc1ccccc1. Reaction SMILES: [CH2:1]([CH2:2][CH:3]=[CH:4][CH2:5][CH3:6])[O:7][C:8]([CH2:9][CH2:10][CH:11]([CH2:12][CH2:13][CH2:14][CH2:15][CH2:16][CH3:17])[OH:18])=[O:19].[CH2:20]([CH2:21][c:22]1[cH:23][cH:24][cH:25][cH:26][cH:27]1)[O:28][C:29](=[O:30])[Cl:31].[cH:32]1[cH:33][cH:34][n:35][cH:36][cH:37]1>>[CH2:1]([CH2:2][CH:3]=[CH:4][CH2:5][CH3:6])[O:7][C:8]([CH2:9][CH2:10][CH:11]([CH2:12][CH2:13][CH2:14][CH2:15][CH2:16][CH3:17])[O:18][C:29]([O:28][CH2:20][CH2:21][c:22]1[cH:23][cH:24][cH:25][cH:26][cH:27]1)=[O:30])=[O:19]. Product: C=CCOc1ccccc1OCC1CO1. RXN SMILES: [CH2:15]([N+:16]([CH2:17][CH2:18][CH2:19][CH3:20])([CH2:21][CH2:22][CH2:23][CH3:24])[CH2:25][CH2:26][CH2:27][CH3:28])[CH2:29][CH2:30][CH3:31].[CH2:1]([CH:2]=[CH2:3])[O:4][c:5]1[c:6]([OH:11])[cH:7][cH:8][cH:9][cH:10]1.[CH2:49]1[O:50][CH2:51][CH2:52][CH2:53]1.[F-:12].[F-:14].[K+:13].[N+:32]([c:33]1[cH:34][c:35]([S:36]([O:37][CH2:45][CH:46]2[CH2:47][O:48]2)(=[O:38])=[O:39])[cH:40][cH:41][cH:42]1)([O-:43])=[O:44].[OH2:54]>>[CH2:1]([CH:2]=[CH2:3])[O:4][c:5]1[c:6]([O:11][CH2:45][CH:46]2[CH2:47][O:48]2)[cH:7][cH:8][cH:9][cH:10]1. Starting materials: CCCC[N+](CCCC)(CCCC)CCCC, C=CCOc1ccccc1O, C1CCOC1, [F-], [F-], [K+], O=[N+]([O-])c1cccc(S(=O)(=O)OCC2CO2)c1, O. Starting materials: BrC1=CC(N(C=C1)C=1C=CC=2N(C1)C(=C(N2)C2CC2)C)=O (4-bromo-1-(2-cyclopropyl-3-methylimidazo[1,2-a]pyridin-6-yl)pyridin-2(1H)-one), FC(C=1SC=C(N1)CO)(F)F ((2-(trifluoromethyl)-1,3-thiazol-4-yl)methanol), CC(C)([O-])C.[K+] (potassium tert-butoxide), C1(=CC=CC=C1)C (toluene). The solvent is O (water). Conditions: temperature 100 celsius. Product: C1(CC1)C=1N=C2N(C=C(C=C2)N2C(C=C(C=C2)OCC=2N=C(SC2)C(F)(F)F)=O)C1C (1-(2-Cyclopropyl-3-methylimidazo[1,2-a]pyridin-6-yl)-4-((2-(trifluoromethyl)-1,3-thiazol-4-yl)methoxy)pyridin-2(1H)-one). The yield is 15.6%. RXN SMILES: Br[C:2]1[CH:7]=[CH:6][N:5]([C:8]2[CH:9]=[CH:10][C:11]3[N:12]([C:14]([CH3:20])=[C:15]([CH:17]4[CH2:19][CH2:18]4)[N:16]=3)[CH:13]=2)[C:4](=[O:21])[CH:3]=1.[F:22][C:23]([F:32])([F:31])[C:24]1[S:25][CH:26]=[C:27]([CH2:29][OH:30])[N:28]=1.CC(C)([O-])C.[K+].C1(C)C=CC=CC=1>O>[CH:17]1([C:15]2[N:16]=[C:11]3[CH:10]=[CH:9][C:8]([N:5]4[CH:6]=[CH:7][C:2]([O:30][CH2:29][C:27]5[N:28]=[C:24]([C:23]([F:32])([F:31])[F:22])[S:25][CH:26]=5)=[CH:3][C:4]4=[O:21])=[CH:13][N:12]3[C:14]=2[CH3:20])[CH2:19][CH2:18]1 |f:2.3|. Procedure details: A mixture of 4-bromo-1-(2-cyclopropyl-3-methylimidazo[1,2-a]pyridin-6-yl)pyridin-2(1H)-one (80 mg), (2-(trifluoromethyl)-1,3-thiazol-4-yl)methanol (51.1 mg), potassium tert-butoxide (78 mg) and toluene (2 ml) was heated at 100° C. for 1 h. The mixture was poured into water, and extracted with EtOAc. The extract was washed with brine, dried over MgSO4, concentrated and purified by NH silica gel column chromatography (hexane/EtOAc) to give the title compound (16.2 mg) as a white solid. The reactants are [Br-], CC(=O)[CH-]C(C)=O, C1CCOC1, CN1CCCC1=O, C[Mg+], CCOCC, CO, CCNC(=O)Cn1nc(Nc2ccc3c(c2)OC(F)(F)O3)nc1-c1cc(C)nc(Cl)c1, [Fe+3]. Yields the product CCNC(=O)Cn1nc(Nc2ccc3c(c2)OC(F)(F)O3)nc1-c1cc(C)nc(C)c1. As a reaction SMILES: [Br-:44].[CH-:53]([C:54](=[O:55])[CH3:56])[C:57](=[O:58])[CH3:59].[CH2:32]1[O:33][CH2:34][CH2:35][CH2:36]1.[CH3:37][N:38]1[CH2:39][CH2:40][CH2:41][C:42]1=[O:43].[CH3:45][Mg+:46].[CH3:47][CH2:48][O:49][CH2:50][CH3:51].[CH3:60][OH:61].[Cl:1][c:2]1[n:3][c:4]([CH3:31])[cH:5][c:6](-[c:8]2[n:9][c:10]([NH:19][c:20]3[cH:21][c:22]4[c:23]([cH:29][cH:30]3)[O:24][C:25]([F:27])([F:28])[O:26]4)[n:11][n:12]2[CH2:13][C:14](=[O:15])[NH:16][CH2:17][CH3:18])[cH:7]1.[Fe+3:52]>>[c:2]1([CH3:32])[n:3][c:4]([CH3:31])[cH:5][c:6](-[c:8]2[n:9][c:10]([NH:19][c:20]3[cH:21][c:22]4[c:23]([cH:29][cH:30]3)[O:24][C:25]([F:27])([F:28])[O:26]4)[n:11][n:12]2[CH2:13][C:14](=[O:15])[NH:16][CH2:17][CH3:18])[cH:7]1.